This data is from the Open Reaction Database (ORD), a public repository of structured organic reaction records. The task is: describe an organic reaction: reactants, conditions, products, and yield Starting materials: C(C)NCC (diethylamine), ClC1=NC(=C(C(=N1)Cl)C#N)Cl (2,4,6-trichloro-5-pyrimidinecarbonitrile), O (Water). Solvent: C(C)OCC (diethyl ether), C(C)OCC (diethyl ether). Run at time 1 hour. Product: ClC1=NC(=NC(=C1C#N)Cl)N(CC)CC (4,6-dichloro-2-diethylamino-5-pyrimidinecarbonitrile). Yield: 51.3%. Reaction SMILES: Cl[C:2]1[N:7]=[C:6]([Cl:8])[C:5]([C:9]#[N:10])=[C:4]([Cl:11])[N:3]=1.[CH2:12]([NH:14][CH2:15][CH3:16])[CH3:13].O>C(OCC)C>[Cl:11][C:4]1[C:5]([C:9]#[N:10])=[C:6]([Cl:8])[N:7]=[C:2]([N:14]([CH2:15][CH3:16])[CH2:12][CH3:13])[N:3]=1. Procedure: A stirred solution of 6.3 grams of 2,4,6-trichloro-5-pyrimidinecarbonitrile in 150 ml of diethyl ether was cooled to -10°, and a solution of 4.4 grams of diethylamine in 75 ml of diethyl ether was added dropwise. Upon complete addition, the reaction mixture was stirred at -10° for 1 hour. Water was added to the reaction mixture. The diethyl ether layer was separated and dried over magnesium sulfate. The mixture was filtered, and the filtrate was evaporated under reduced pressure to a residue. Th...